describe an organic reaction: reactants, conditions, products, and yield From a dataset of the Open Reaction Database (ORD), a public repository of structured organic reaction records. Reactants: CS(=O)(=O)Cl (Methanesulphonyl chloride), CC1(OCC(CO1)(CO)CC)C (2,2-dimethyl-5-ethyl-5-hydroxymethyl-1,3-dioxane), O (water). The solvent is N1=CC=CC=C1 (pyridine). Run at time 2 hour. Yields the product CS(=O)(=O)O.CC1(OCC(CO1)(CO)CC)C (2,2-Dimethyl-5-ethyl-5-hydroxymethyl-1,3-dioxane methane sulphonate). RXN SMILES: [CH3:1][S:2](Cl)(=[O:4])=[O:3].[CH3:6][C:7]1([CH3:17])[O:12][CH2:11][C:10]([CH2:15][CH3:16])([CH2:13][OH:14])[CH2:9][O:8]1.O>N1C=CC=CC=1>[CH3:1][S:2]([OH:4])(=[O:8])=[O:3].[CH3:6][C:7]1([CH3:17])[O:8][CH2:9][C:10]([CH2:15][CH3:16])([CH2:13][OH:14])[CH2:11][O:12]1 |f:4.5|. Procedure: Methanesulphonyl chloride (15 ml.) was added dropwise to a stirred solution of 2,2-dimethyl-5-ethyl-5-hydroxymethyl-1,3-dioxane 1 (33.0 g) in dry pyridine (100 ml.) at 0°. The mixture was stirred for two hours at room temperature and then poured into water. The aqueous mixture was extracted with ether. The ethereal extracts were washed with water, dried over anhydrous magnesium sulphate and evaporated in vacuo. 2,2-Dimethyl-5-ethyl-5-hydroxymethyl-1,3-dioxane methane sulphonate was obtained as a... The reactants are CC(=O)CC(C)=O, C1CCOC1, C[Mg+], CCOCC, [Cl-], COc1cnc(Cl)nc1Cl, Cl, [Fe+3]. The product is COc1cnc(Cl)nc1C. As a reaction SMILES: [C:25]([CH2:26][C:27](=[O:28])[CH3:29])(=[O:30])[CH3:31].[CH2:20]1[O:21][CH2:22][CH2:23][CH2:24]1.[CH3:12][Mg+:13].[CH3:15][CH2:16][O:17][CH2:18][CH3:19].[Cl-:11].[Cl:1][c:2]1[n:3][cH:4][c:5]([O:9][CH3:10])[c:6]([Cl:8])[n:7]1.[ClH:14].[Fe+3:32]>>[Cl:1][c:2]1[n:3][cH:4][c:5]([O:9][CH3:10])[c:6]([CH3:15])[n:7]1. Reactants: CC1=NC=2C(=NC3=C(NC2S1)C=CC=C3)N (2-methyl-4H-3-thia-1,4,9-triaza-benzo[f]azulen-10-ylamine), FC=1C=C(C=CC1)CC[C@@H]1NCCNC1 ((S)-2-[2-(3-fluoro-phenyl)-ethyl]-piperazine). The product is FC=1C=C(C=CC1)CC[C@H]1CN(CCN1)C1=NC2=C(NC=3SC(=NC13)C)C=CC=C2 ((S)-10-{3-[2-(3-Fluoro-phenyl)-ethyl]-piperazin-1-yl}-2-methyl-4H-3-thia-1,4,9-triaza-benzo[f]azulene). Yield: 46.4%. RXN SMILES: [CH3:1][C:2]1[S:11][C:10]2[NH:9][C:8]3[CH:12]=[CH:13][CH:14]=[CH:15][C:7]=3[N:6]=[C:5]([NH2:16])[C:4]=2[N:3]=1.[F:17][C:18]1[CH:19]=[C:20]([CH2:24][CH2:25][C@H:26]2[CH2:31]N[CH2:29][CH2:28][NH:27]2)[CH:21]=[CH:22][CH:23]=1>>[F:17][C:18]1[CH:19]=[C:20]([CH2:24][CH2:25][C@@H:26]2[NH:27][CH2:28][CH2:29][N:16]([C:5]3[C:4]4[N:3]=[C:2]([CH3:1])[S:11][C:10]=4[NH:9][C:8]4[CH:12]=[CH:13][CH:14]=[CH:15][C:7]=4[N:6]=3)[CH2:31]2)[CH:21]=[CH:22][CH:23]=1. Reported procedure: By using a similar method to the method of Example 460, using 2-methyl-4H-3-thia-1,4,9-triaza-benzo[f]azulen-10-ylamine(1.25 g, 5.42 mmol) and (S)-2-[2-(3-fluoro-phenyl)-ethyl]-piperazine (1.13 g, 5.42 mmol) gives 1.06 g of the title compound as a tan solid: mass spectrum (ion spray): m/z=422 (M+1); Analysis for C23H24FN5S(0.2 H2O): calcd: C, 64.98; H, 5.78; N, 16.47; found: C, 65.18; H, 5.91; N, 16.17. Solvent: C(C)O (ethanol). Reaction SMILES: [CH2:1]([N:4]1[CH2:9][CH:8]([CH3:10])[NH:7][CH2:6][CH:5]1[CH3:11])[CH:2]=[CH2:3].C1(C)C=CC(C([C@](C(O)=O)(O)[C@](C(C2C=CC(C)=CC=2)=O)(O)C(O)=O)=O)=CC=1.[OH-].[Na+].ClCCl>C(O)C>[CH2:1]([N:4]1[CH2:9][C@H:8]([CH3:10])[NH:7][CH2:6][C@H:5]1[CH3:11])[CH:2]=[CH2:3] |f:2.3|. Starting materials: C(C=C)N1C(CNC(C1)C)C (racemic 1-allyl-2,5-dimethylpiperazine), C1(=CC=C(C=C1)C(=O)[C@@]([C@@](C(=O)O)(O)C(=O)C1=CC=C(C=C1)C)(O)C(=O)O)C ((+)-di-p-toluoyl-D-tartaric acid), salt, [OH-].[Na+] (sodium hydroxide), ClCCl (dichloromethane). Product: C(C=C)N1[C@@H](CN[C@H](C1)C)C ((-)-(2R,5S)-1-allyl-2,5-dimethylpiperazine). Procedure: A mixture of racemic 1-allyl-2,5-dimethylpiperazine (3.82 g, 24.8 mmol, Example 42, infra) and (+)-di-p-toluoyl-D-tartaric acid (9.55 g, 24.8 mmol) in absolute ethanol (40 mL) was heated to reflux and allowed to cool gradually to room temperature. After standing for one day the salt was collected by filtration, washed with ethanol and dried to give 11.0 g. This was recrystallized four times from absolute ethanol to give the salt (4.5 g, 68% of theoretical for one enantiomer) as a white solid. Th... Reaction conditions: time 1 day. Run in C1CCOC1 (THF). Reaction conditions: time 15 hour. RXN SMILES: [S:1]1[CH:5]=[C:4]([CH:6]([NH:10][C:11]2[CH:16]=[CH:15][CH:14]=[CH:13][CH:12]=2)[C:7]([OH:9])=[O:8])[C:3]2[CH:17]=[CH:18][CH:19]=[CH:20][C:2]1=2.[N:21]12[CH2:28][CH2:27][CH:24]([CH2:25][CH2:26]1)[C@@H:23](O)[CH2:22]2.O.N1(O)C2C=CC=CC=2N=N1.C1CCC(N=C=NC2CCCCC2)CC1>C1COCC1>[S:1]1[CH:5]=[C:4]([CH:6]([NH:10][C:11]2[CH:16]=[CH:15][CH:14]=[CH:13][CH:12]=2)[C:7]([O:9][C@@H:23]2[CH:24]3[CH2:27][CH2:28][N:21]([CH2:26][CH2:25]3)[CH2:22]2)=[O:8])[C:3]2[CH:17]=[CH:18][CH:19]=[CH:20][C:2]1=2 |f:2.3|. The product is S1C2=C(C(=C1)C(C(=O)O[C@H]1CN3CCC1CC3)NC3=CC=CC=C3)C=CC=C2 ((R)-quinuclidin-3-yl 2-(benzo[b]thiophen-3-yl)-2-(phenylamino)acetate). Starting materials: S1C2=C(C(=C1)C(C(=O)O)NC1=CC=CC=C1)C=CC=C2 (2-(Benzo[b]thiophen-3-yl)-2-(phenylamino)acetic acid), N12C[C@@H](C(CC1)CC2)O ((R)-quinuclidin-3-ol), O.N1(N=NC2=C1C=CC=C2)O (1H-benzo[d][1,2,3]triazol-1-ol hydrate), C1CCC(CC1)N=C=NC2CCCCC2 (DCC). Yield: 44.1%. Procedure details: 2-(Benzo[b]thiophen-3-yl)-2-(phenylamino)acetic acid (I18) (295 mg, 1.04 mmol), (R)-quinuclidin-3-ol (159 mg, 1.25 mmol), 1H-benzo[d][1,2,3]triazol-1-ol hydrate (191 mg, 1.25 mmol), and DCC (258 mg, 1.25 mmol) were dissolved in dry THF and stirred at room temperature for 15 hours. The solvent was evaporated, and the crude product was dissolved in EtOAc and washed with NaHCO3, water and brine. The organic phase was dried with Na2SO4, filtered and evaporated under vacuum. The crude product was pur... Starting materials: CC(C)(CCO)CNC(=O)OC(C)(C)C, ClCCl, CC(C)(C)[O-], Fc1ccc(Br)cc1CBr, [K+], C1CCOC1. Yields the product CC(C)(CCOCc1cc(Br)ccc1F)CNC(=O)OC(C)(C)C. RXN SMILES: [C:1]([CH3:2])([CH3:3])([CH3:4])[O:5][C:6](=[O:7])[NH:8][CH2:9][C:10]([CH2:11][CH2:12][OH:13])([CH3:14])[CH3:15].[CH2:32]([Cl:33])[Cl:34].[CH3:16][C:17]([CH3:18])([O-:19])[CH3:20].[F:22][c:23]1[c:24]([CH2:25][Br:26])[cH:27][c:28]([Br:31])[cH:29][cH:30]1.[K+:21].[O:35]1[CH2:36][CH2:37][CH2:38][CH2:39]1>>[C:1]([CH3:2])([CH3:3])([CH3:4])[O:5][C:6](=[O:7])[NH:8][CH2:9][C:10]([CH2:11][CH2:12][O:13][CH2:25][c:24]1[c:23]([F:22])[cH:30][cH:29][c:28]([Br:31])[cH:27]1)([CH3:14])[CH3:15].